This data is from the Open Reaction Database (ORD), a public repository of structured organic reaction records. The task is: describe an organic reaction: reactants, conditions, products, and yield Product: C(C1=CC=CC=C1)OC[C@@H](Br)[C@@H]1C[C@H](C(O1)=O)C(C)C ((3S,5S)-5-[(1R)-2-Benzyloxy-1-bromoethyl]-3-isopropyldihydrofuran-2-one). RXN SMILES: [Br:1]N1C(=O)CCC1=O.CN(C)C(=O)[C@H:12]([CH:25]([CH3:27])[CH3:26])[CH2:13]/[CH:14]=[CH:15]/[CH2:16][O:17][CH2:18][C:19]1[CH:24]=[CH:23][CH:22]=[CH:21][CH:20]=1.C(O)(=O)C.[C:34](=[O:37])(O)[O-:35].[Na+].S([O-])([O-])=O.[Na+].[Na+]>O.O1CCCC1>[CH2:18]([O:17][CH2:16][C@H:15]([C@H:14]1[O:35][C:34](=[O:37])[C@H:12]([CH:25]([CH3:27])[CH3:26])[CH2:13]1)[Br:1])[C:19]1[CH:24]=[CH:23][CH:22]=[CH:21][CH:20]=1 |f:3.4,5.6.7|. Procedure details: 25.81 g of N-bromosuccinimide (145 mmol) was added to a solution of 21.20 g of (2S,4E)-6-(benzyloxy)-2-isopropylhex-4-enoic acid dimethylamide obtained in Example (1c) (72.5 mmol) and 8.3 ml of acetic acid (145 mmol) in a mixed solvent of tetrahydrofuran (290 ml) and water (145 ml) under ice-cooling, and the mixture was stirred at the same temperature for three hours. 100 ml of a saturated sodium bicarbonate aqueous solution and 100 ml of a 1.5 M sodium sulfite aqueous solution were added to the... The solvent is O (water), O1CCCC1 (tetrahydrofuran). Reactants: BrN1C(CCC1=O)=O (N-bromosuccinimide), CN(C([C@@H](C\C=C\COCC1=CC=CC=C1)C(C)C)=O)C ((2S,4E)-6-(Benzyloxy)-2-isopropylhex-4-enoic acid dimethylamide), C(C)(=O)O (acetic acid), C([O-])(O)=O.[Na+] (sodium bicarbonate), S(=O)([O-])[O-].[Na+].[Na+] (sodium sulfite). Yield: 50.0%. Run at time 3 hour. Reactants: COC1=CC=C(C2=CC=CC=C12)C(=O)O (4-methoxy-1-naphthoic acid), B(Br)(Br)Br (boron tribromide). Solvent: ClCCl (dichloromethane). Reaction conditions: time 2 hour. The product is OC1=CC=C(C2=CC=CC=C12)C(=O)O (4-hydroxy-1-naphthoic acid). The yield is 54.3%. As a reaction SMILES: C[O:2][C:3]1[C:12]2[C:7](=[CH:8][CH:9]=[CH:10][CH:11]=2)[C:6]([C:13]([OH:15])=[O:14])=[CH:5][CH:4]=1.B(Br)(Br)Br>ClCCl>[OH:2][C:3]1[C:12]2[C:7](=[CH:8][CH:9]=[CH:10][CH:11]=2)[C:6]([C:13]([OH:15])=[O:14])=[CH:5][CH:4]=1. Reported procedure: Under nitrogen, 4-methoxy-1-naphthoic acid (4.33 g) in dichloromethane (45 ml) was added boron tribromide (1M in dichloromethane, 63 ml) dropwise at 0° C., and the mixture was stirred at the same temperature for 2 hours. The resulting mixture was poured into ice-cold water and the precipitate was collected by filtration. The filter cake was added to the mixture of water and ethyl acetate, and then adjusted to pH 9 with 1N sodium hydroxide. After separation, the organic layer was dried over anhyd... Starting materials: FC1=CC=C(N)C=C1 (4-fluoroaniline), C(=O)(O)C12CCC(CC1)(CC2)NCC(=O)N2[C@@H](C[C@@H](C2)F)C#N ((2S,4S)-1-[[N-(4-Carboxybicyclo[2.2.2]oct-1-yl)amino]acetyl]-4-fluoropyrrolidine-2-carbonitrile), ON1N=NC2=C1C=CC=C2 (1-hydroxybenzotriazole), Cl.CN(CCCN=C=NCC)C (1-(3-dimethylaminopropyl)-3-ethylcarbodiimide hydrochloride). The solvent is CN(C=O)C (N,N-dimethylformamide). Conditions: time 1 hour. Product: F[C@H]1C[C@H](N(C1)C(CNC12CCC(CC1)(CC2)C(=O)NC2=CC=C(C=C2)F)=O)C#N ((2S,4S)-4-fluoro-1-[[N-[4-[N-(4-fluorophenyl)amino]carbonylbicyclo[2.2.2]oct-1-yl]amino]acetyl]pyrrolidine-2-carbonitrile). As a reaction SMILES: [C:1]([C:4]12[CH2:11][CH2:10][C:7]([NH:12][CH2:13][C:14]([N:16]3[CH2:20][C@@H:19]([F:21])[CH2:18][C@H:17]3[C:22]#[N:23])=[O:15])([CH2:8][CH2:9]1)[CH2:6][CH2:5]2)(O)=[O:2].ON1C2C=CC=CC=2N=N1.Cl.CN(C)CCCN=C=NCC.[F:46][C:47]1[CH:53]=[CH:52][C:50]([NH2:51])=[CH:49][CH:48]=1>CN(C)C=O>[F:21][C@@H:19]1[CH2:20][N:16]([C:14](=[O:15])[CH2:13][NH:12][C:7]23[CH2:6][CH2:5][C:4]([C:1]([NH:51][C:50]4[CH:52]=[CH:53][C:47]([F:46])=[CH:48][CH:49]=4)=[O:2])([CH2:9][CH2:8]2)[CH2:11][CH2:10]3)[C@H:17]([C:22]#[N:23])[CH2:18]1 |f:2.3|. Reported procedure: (2S,4S)-1-[[N-(4-Carboxybicyclo[2.2.2]oct-1-yl)amino]acetyl]-4-fluoropyrrolidine-2-carbonitrile (30.0 mg), along with 1-hydroxybenzotriazole, was dissolved in N,N-dimethylformamide (1.0 mL). While the solution was chilled in an ice bath, 1-(3-dimethylaminopropyl)-3-ethylcarbodiimide hydrochloride (53.4 mg) was added and the mixture was allowed to warm to room temperature and was stirred for 1 hour. Subsequently, 4-fluoroaniline (17.8 μL) was added and the mixture was stirred for additional 2 hou... Solvent: CO (methanol). Run at temperature 0 celsius, time 1 hour. Yield: 74.5%. Reported procedure: To a stirred solution of 1,3-dihydro-1-{1-[4-oxocyclohex-1-yl]piperidin-4-yl}-2H-benzimidazol-2-one (100 mg) in methanol (4 mL) at 0° C., under nitrogen, was added tert-butylamine-borane (28 mg). The reaction mixture was stirred at 0° C. for 1 h, then quenched with water (2 mL) and concentrated to remove the methanol. The resulting oil was dissolved in ethyl acetate (50 mL) and the organic solution was washed with saturated sodium carbonate (10 mL), then water (10 mL), then brine (10 mL) and the... Reactants: O=C1CCC(CC1)N1CCC(CC1)N1C(NC2=C1C=CC=C2)=O (1,3-dihydro-1-{1-[4-oxocyclohex-1-yl]piperidin-4-yl}-2H-benzimidazol-2-one), B.C(C)(C)(C)N (tert-butylamine-borane). As a reaction SMILES: [O:1]=[C:2]1[CH2:7][CH2:6][CH:5]([N:8]2[CH2:13][CH2:12][CH:11]([N:14]3[C:18]4[CH:19]=[CH:20][CH:21]=[CH:22][C:17]=4[NH:16][C:15]3=[O:23])[CH2:10][CH2:9]2)[CH2:4][CH2:3]1.B.C(N)(C)(C)C>CO>[OH:1][C@H:2]1[CH2:3][CH2:4][C@H:5]([N:8]2[CH2:13][CH2:12][CH:11]([N:14]3[C:18]4[CH:19]=[CH:20][CH:21]=[CH:22][C:17]=4[NH:16][C:15]3=[O:23])[CH2:10][CH2:9]2)[CH2:6][CH2:7]1 |f:1.2|. The product is O[C@@H]1CC[C@H](CC1)N1CCC(CC1)N1C(NC2=C1C=CC=C2)=O (trans-1,3-dihydro-1-{1-[4-hydroxycyclohex-1-yl]piperidin-4-yl}-2H-benzimidazol-2-one). Starting materials: C(C1=CC=CC=C1)NCCNC1=C(C=C(C=C1)F)C (N-benzyl-N′-(4-fluoro-2-methyl-phenyl)-ethane-1,2-diamine), C(C)(C)N(C(C)C)CC (N,N-diisopropylethylamine), C(C)OC(C(CBr)Br)=O (2,3-dibromopropionic acid ethyl ester). The solvent is C1(=CC=CC=C1)C (toluene), C1(=CC=CC=C1)C (toluene). Conditions: temperature 135 celsius. The product is C(C)OC(=O)C1N(CCN(C1)CC1=CC=CC=C1)C1=C(C=C(C=C1)F)C (4-benzyl-1-(4-fluoro-2-methyl-phenyl)-piperazine-2-carboxylic acid ethyl ester). RXN SMILES: [CH2:1]([NH:8][CH2:9][CH2:10][NH:11][C:12]1[CH:17]=[CH:16][C:15]([F:18])=[CH:14][C:13]=1[CH3:19])[C:2]1[CH:7]=[CH:6][CH:5]=[CH:4][CH:3]=1.C(N(CC)C(C)C)(C)C.[CH2:29]([O:31][C:32](=[O:37])[CH:33](Br)[CH2:34]Br)[CH3:30]>C1(C)C=CC=CC=1>[CH2:29]([O:31][C:32]([CH:33]1[CH2:34][N:8]([CH2:1][C:2]2[CH:3]=[CH:4][CH:5]=[CH:6][CH:7]=2)[CH2:9][CH2:10][N:11]1[C:12]1[CH:17]=[CH:16][C:15]([F:18])=[CH:14][C:13]=1[CH3:19])=[O:37])[CH3:30]. Reported procedure: To N-benzyl-N′-(4-fluoro-2-methyl-phenyl)-ethane-1,2-diamine (15.1 g) in toluene (150 mL) was added N,N-diisopropylethylamine (33.8 mL) and 2,3-dibromopropionic acid ethyl ester (25.61 mL) in toluene (350 mL). The reaction mixture was heated to 135° C. for 18 h, cooled to room temperature, and the precipitated solid was removed by filtration. The solution was concentrated, and the crude material was redissolved in TBME and washed with an aqueous 2M solution of Na2CO3 and brine, dried (Na2SO4), f... The reactants are COc1c(N)cc(Br)cc1C(C)(C)C, O=C([O-])[O-], ClCCNCCCl, Clc1ccccc1Cl, Cl, [K+], [K+], O. Yields the product COc1c(N2CCNCC2)cc(Br)cc1C(C)(C)C. Reaction SMILES: [Br:1][c:2]1[cH:3][c:4]([C:11]([CH3:12])([CH3:13])[CH3:14])[c:5]([O:9][CH3:10])[c:6]([NH2:7])[cH:8]1.[C:23](=[O:24])([O-:25])[O-:26].[Cl:16][CH2:17][CH2:18][NH:19][CH2:20][CH2:21][Cl:22].[Cl:30][c:31]1[c:32]([Cl:33])[cH:34][cH:35][cH:36][cH:37]1.[ClH:15].[K+:27].[K+:28].[OH2:29]>>[Br:1][c:2]1[cH:3][c:4]([C:11]([CH3:12])([CH3:13])[CH3:14])[c:5]([O:9][CH3:10])[c:6]([N:7]2[CH2:17][CH2:18][NH:19][CH2:20][CH2:21]2)[cH:8]1. Starting materials: FC1=CC=C(C=C1)C=1N(N=C2CCNCCC12)C(C)C (3-(4-Fluoro-phenyl)-2-isopropyl-2,4,5,6,7,8-hexahydro-1,2,6-triaza-azulene), C1(=CC=CC=C1)CC=O (phenylacetaldehyde). The product is FC1=CC=C(C=C1)C=1N(N=C2CCN(CCC12)CCC1=CC=CC=C1)C(C)C (3-(4-Fluoro-phenyl)-2-isopropyl-6-phenethyl-2,4,5,6,7,8-hexahydro-1,2,6-triaza-azulene). As a reaction SMILES: [F:1][C:2]1[CH:7]=[CH:6][C:5]([C:8]2[N:9]([CH:18]([CH3:20])[CH3:19])[N:10]=[C:11]3[C:17]=2[CH2:16][CH2:15][NH:14][CH2:13][CH2:12]3)=[CH:4][CH:3]=1.[C:21]1([CH2:27][CH:28]=O)[CH:26]=[CH:25][CH:24]=[CH:23][CH:22]=1>>[F:1][C:2]1[CH:7]=[CH:6][C:5]([C:8]2[N:9]([CH:18]([CH3:20])[CH3:19])[N:10]=[C:11]3[C:17]=2[CH2:16][CH2:15][N:14]([CH2:28][CH2:27][C:21]2[CH:26]=[CH:25][CH:24]=[CH:23][CH:22]=2)[CH2:13][CH2:12]3)=[CH:4][CH:3]=1. Procedure details: The title compound (104 mg) was prepared from 3-(4-fluoro-phenyl)-2-isopropyl-2,4,5,6,7,8-hexahydro-1,2,6-triaza-azulene (Example 190) and phenylacetaldehyde as in Example 35. MS (ESI): exact mass calculated for C24H28FN3, 377.23. found, m/z 378.5 [M+H]+. 1H NMR (500 MHz, CD3OD): 7.41-7.27 (m, 9H), 4.39 (m, 1H), 3.88-3.84 (m, 1H), 3.73-3.71 (m, 1H), 3.56-3.52 (m, 3H), 3.45-3.20 (m, 3H), 3.17-3.14 (m, 2H), 2.89-2.84 (m, 2H), 1.41 (t, J=6.6 Hz, 6H). Reactants: Cl (HCl), BrC=1C=C2C=3CCCC(C3NC2=CC1)N[C@@H](C)C1=CC=CC=C1 (6-bromo-N-[(1S)-1-phenylethyl]-2,3,4,9-tetrahydro-1H-carbazol-1-amine), C(C)NCC (diethyl amine). Solvent: CO (methanol). The product is Cl.BrC=1C=C2C=3CCC[C@H](C3NC2=CC1)N[C@@H](C)C1=CC=CC=C1 ((1R)-6-Bromo-N-[(1S)-1-phenylethyl]-2,3,4,9-tetrahydro-1H-carbazol-1-amine hydrochloride salt). RXN SMILES: [Br:1][C:2]1[CH:3]=[C:4]2[C:12](=[CH:13][CH:14]=1)[NH:11][C:10]1[CH:9]([NH:15][C@H:16]([C:18]3[CH:23]=[CH:22][CH:21]=[CH:20][CH:19]=3)[CH3:17])[CH2:8][CH2:7][CH2:6][C:5]2=1.C(NCC)C.[ClH:29]>CO>[ClH:29].[Br:1][C:2]1[CH:3]=[C:4]2[C:12](=[CH:13][CH:14]=1)[NH:11][C:10]1[C@H:9]([NH:15][C@H:16]([C:18]3[CH:23]=[CH:22][CH:21]=[CH:20][CH:19]=3)[CH3:17])[CH2:8][CH2:7][CH2:6][C:5]2=1 |f:4.5|. Procedure details: (1R)-6-Bromo-N-[(1S)-1-phenylethyl]-2,3,4,9-tetrahydro-1H-carbazol-1-amine hydrochloride salt was prepared by separation of diastereomeric 6-bromo-N-[(1S)-1-phenylethyl]-2,3,4,9-tetrahydro-1H-carbazol-1-amine by SFC (Berger Amino, Chiral Technologies, 10% methanol, (2% diethyl amine/10% chloroform) 1500 psi, 50° C., 2 mL/min, retention time: 19.8 min.) The oil obtained was converted to the HCl salt to give a white solid. 1H-NMR (DMSO-d6): δ 11.6 (s, 1H), 10.08 (s, 1H), 9.64 (s, 1H), 7.86 (d, J=6...